The task is: describe an organic reaction: reactants, conditions, products, and yield. This data is from the Open Reaction Database (ORD), a public repository of structured organic reaction records. Starting materials: ClC1=CC=C(C=C1)[C@@H]1N=C(N([C@@H]1C1=CC=C(C=C1)Cl)C(=O)Cl)C1=C(C=C(C=C1)C(C)(C)C#N)OCC ((4S,5R)-4,5-bis-(4-chloro-phenyl)-2-[4-(cyano-dimethyl-methyl)-2-ethoxy-phenyl]-4,5-dihydro-imidazole-1-carbonyl chloride), CC1=NOC(=C1C(=O)N1CCNCC1)C ((3,5-dimethyl-isoxazol-4-yl)-piperazin-1-yl-methanone). The product is ClC1=CC=C(C=C1)[C@@H]1N=C(N([C@@H]1C1=CC=C(C=C1)Cl)C(=O)N1CCN(CC1)C(=O)C=1C(=NOC1C)C)C1=C(C=C(C=C1)C(C#N)(C)C)OCC (2-(4-{(4S,5R)-4,5-Bis-(4-chloro-phenyl)-1-[4-(3,5-dimethyl-isoxazole-4-carbonyl)-piperazine-1-carbonyl]-4,5-dihydro-1H-imidazol-2-yl}-3-ethoxy-phenyl)-2-methyl-propionitrile). Reaction SMILES: [Cl:1][C:2]1[CH:7]=[CH:6][C:5]([C@H:8]2[C@@H:12]([C:13]3[CH:18]=[CH:17][C:16]([Cl:19])=[CH:15][CH:14]=3)[N:11]([C:20](Cl)=[O:21])[C:10]([C:23]3[CH:28]=[CH:27][C:26]([C:29]([C:32]#[N:33])([CH3:31])[CH3:30])=[CH:25][C:24]=3[O:34][CH2:35][CH3:36])=[N:9]2)=[CH:4][CH:3]=1.[CH3:37][C:38]1[C:42]([C:43]([N:45]2[CH2:50][CH2:49][NH:48][CH2:47][CH2:46]2)=[O:44])=[C:41]([CH3:51])[O:40][N:39]=1>>[Cl:1][C:2]1[CH:3]=[CH:4][C:5]([C@H:8]2[C@@H:12]([C:13]3[CH:14]=[CH:15][C:16]([Cl:19])=[CH:17][CH:18]=3)[N:11]([C:20]([N:48]3[CH2:49][CH2:50][N:45]([C:43]([C:42]4[C:38]([CH3:37])=[N:39][O:40][C:41]=4[CH3:51])=[O:44])[CH2:46][CH2:47]3)=[O:21])[C:10]([C:23]3[CH:28]=[CH:27][C:26]([C:29]([CH3:31])([CH3:30])[C:32]#[N:33])=[CH:25][C:24]=3[O:34][CH2:35][CH3:36])=[N:9]2)=[CH:6][CH:7]=1. Reported procedure: 2-(4-{(4S,5R)-4,5-Bis-(4-chloro-phenyl)-1-[4-(3,5-dimethyl-isoxazole-4-carbonyl)-piperazine-1-carbonyl]-4,5-dihydro-1H-imidazol-2-yl}-3-ethoxy-phenyl)-2-methyl-propionitrile was prepared from (4S,5R)-4,5-bis-(4-chloro-phenyl)-2-[4-(cyano-dimethyl-methyl)-2-ethoxy-phenyl]-4,5-dihydro-imidazole-1-carbonyl chloride (example 12j) and (3,5-dimethyl-isoxazol-4-yl)-piperazin-1-yl-methanone (example 13) in an analogous manner as described in example 25. LR-MS: 713.3 [(M+H)+] The reactants are OC=1C=C(C=CC1OC)C(C)=O (3′-Hydroxy-4′-methoxyacetophenone), Cl.C(#N)C1=CC=C(CON)C=C1 (O-(4-cyanobenzyl)hydroxylamine hydrochloride). The product is C(#N)C1=CC=C(CO\N=C(/C)\C2=CC(=C(C=C2)OC)O)C=C1 ((E)-3′-Hydroxy-4′-methoxyacetophenone O-4-Cyanobenzyl Oxime). Isolated yield 50.3%. As a reaction SMILES: [OH:1][C:2]1[CH:3]=[C:4]([C:10](=O)[CH3:11])[CH:5]=[CH:6][C:7]=1[O:8][CH3:9].Cl.[C:14]([C:16]1[CH:24]=[CH:23][C:19]([CH2:20][O:21][NH2:22])=[CH:18][CH:17]=1)#[N:15]>>[C:14]([C:16]1[CH:24]=[CH:23][C:19]([CH2:20][O:21]/[N:22]=[C:10](/[C:4]2[CH:5]=[CH:6][C:7]([O:8][CH3:9])=[C:2]([OH:1])[CH:3]=2)\[CH3:11])=[CH:18][CH:17]=1)#[N:15] |f:1.2|. Reported procedure: Acetophenone 12 (30 mg, 0.181 mmol) was condensed with O-(4-cyanobenzyl)hydroxylamine hydrochloride (35) (37 mg, 0.200 mmol) according to the general procedure II-B defined above. After being heated for 3 h the reaction mixture was cooled and the solvent removed under reduced pressure. The ensuing solid was filtered off and washed with cold isopropanol (3.0 mL) to afford the title compound CP30283 (27 mg, 51%) as a white solid, m.p. 125.9-129.7° C. Run in C1CCOC1 (THF), CCOC(=O)C (EtOAc). Reported procedure: DIBAL-H (3.37 ml, 3.37 mmol) was slowly added to a solution of ethyl 5-chloro-6-iodo-3-pyridinecarboxylate (500 mg, 1.605 mmol) in THF (10 ml) at −78° C. The solution turned yellow and was stirred at that temperature for 3 h and then still in the dry-ice bath allowed to slowly attain room temperature overnight. Next morning, TLC showed starting material remaining. The solution was cooled to −78° C. and DIBAL-H (3.37 ml, 3.37 mmol) was added. 3 h later it was allowed to warm to room temperature a... RXN SMILES: CC(C[AlH]CC(C)C)C.[Cl:10][C:11]1[CH:12]=[C:13]([C:18](OCC)=[O:19])[CH:14]=[N:15][C:16]=1[I:17].C(=O)=O.C(C(C(C([O-])=O)O)O)([O-])=O>C1COCC1.CCOC(C)=O>[Cl:10][C:11]1[CH:12]=[C:13]([CH2:18][OH:19])[CH:14]=[N:15][C:16]=1[I:17]. The yield is 90.9%. Yields the product ClC=1C=C(C=NC1I)CO ((5-chloro-6-iodo-3-pyridinyl)methanol). Reactants: CC(C)C[AlH]CC(C)C (DIBAL-H), ClC=1C=C(C=NC1I)C(=O)OCC (ethyl 5-chloro-6-iodo-3-pyridinecarboxylate), C(=O)([O-])C(O)C(O)C(=O)[O-] (tartrate), CC(C)C[AlH]CC(C)C (DIBAL-H), CC(C)C[AlH]CC(C)C (DIBAL-H), C(=O)=O (dry-ice). Run at temperature -78 celsius, time 3 hour. The reactants are CC(=O)C (acetone), COC1=CC=C2C=CN=C(C2=C1)N1CCNCC1 (7-methoxy-1-piperazin-1-ylisoquinoline), FC1=CC=C(CBr)C=C1 (4-fluorobenzyl bromide). Solvent: C(C)N(CC)CC (triethylamine). The product is FC1=CC=C(CN2CCN(CC2)C2=NC=CC3=CC=C(C=C23)OC)C=C1 (1-[4-(4-fluorobenzyl)piperazin-1-yl]-7-methoxyisoquinoline). Yield: 72.0%. Reaction SMILES: CC(C)=O.[CH3:5][O:6][C:7]1[CH:16]=[C:15]2[C:10]([CH:11]=[CH:12][N:13]=[C:14]2[N:17]2[CH2:22][CH2:21][NH:20][CH2:19][CH2:18]2)=[CH:9][CH:8]=1.[F:23][C:24]1[CH:31]=[CH:30][C:27]([CH2:28]Br)=[CH:26][CH:25]=1>C(N(CC)CC)C>[F:23][C:24]1[CH:31]=[CH:30][C:27]([CH2:28][N:20]2[CH2:21][CH2:22][N:17]([C:14]3[C:15]4[C:10](=[CH:9][CH:8]=[C:7]([O:6][CH3:5])[CH:16]=4)[CH:11]=[CH:12][N:13]=3)[CH2:18][CH2:19]2)=[CH:26][CH:25]=1. Procedure details: Into 10 ml of acetone, 50 mg of 7-methoxy-1-piperazin-1-ylisoquinoline, 100 mg of 4-fluorobenzyl bromide and 100 mg of triethylamine were added and heated under reflux for 5 hours. Distilling the solvent off under reduced pressure, the residue was purified on silica gel column chromatography (methanol:chloroform=1:19) to provide 52 mg (79%) of 1-[4-(4-fluorobenzyl)piperazin-1-yl]-7-methoxyisoquinoline. Reactants: CC(=O)O, COC(=O)CSc1ncccc1Oc1cc(-n2c(=O)cc(C(F)(F)F)n(C)c2=O)c(F)cc1[N+](=O)[O-], [Fe], O. Product: COC(=O)CSc1ncccc1Oc1cc(-n2c(=O)cc(C(F)(F)F)n(C)c2=O)c(F)cc1N. Reaction SMILES: [CH3:38][C:39](=[O:40])[OH:41].[F:2][c:3]1[cH:4][c:5]([N+:35]([O-:36])=[O:37])[c:6]([O:7][c:8]2[c:9]([S:14][CH2:15][C:16](=[O:17])[O:18][CH3:19])[n:10][cH:11][cH:12][cH:13]2)[cH:20][c:21]1-[n:22]1[c:23](=[O:34])[n:24]([CH3:33])[c:25]([C:29]([F:30])([F:31])[F:32])[cH:26][c:27]1=[O:28].[Fe:42].[OH2:1]>>[F:2][c:3]1[cH:4][c:5]([NH2:35])[c:6]([O:7][c:8]2[c:9]([S:14][CH2:15][C:16](=[O:17])[O:18][CH3:19])[n:10][cH:11][cH:12][cH:13]2)[cH:20][c:21]1-[n:22]1[c:23](=[O:34])[n:24]([CH3:33])[c:25]([C:29]([F:30])([F:31])[F:32])[cH:26][c:27]1=[O:28]. Reactants: S1C(NC(C1)C(=O)O)C(=O)O (Thiazolidine-2,4-dicarboxylic acid), N[C@@H](CS)C(=O)O (L-cysteine), C(C=O)(=O)O (glyoxylic acid), S(=O)(Cl)Cl (thionyl chloride), CO (methanol). Procedure: Thiazolidine-2,4-dicarboxylic acid (1.00 g, 5.67 mmol) synthesized from L-cysteine and glyoxylic acid (aqueous solution) were added to a methanol solution (15 ml) of thionyl chloride (22.6 mmol), and the mixture was stirred at room temperature for 16 hours. The reaction mixture was concentrated, and to the residue was added ether. The crystals were collected by filtration, washed with ether, and dried under reduced pressure to give thiazolidine-2,4-dicarboxylic acid 2,4-dimethyl ester hydrochlor... The yield is 94.0%. RXN SMILES: [S:1]1[CH2:5][CH:4]([C:6]([OH:8])=[O:7])[NH:3][CH:2]1[C:9]([OH:11])=O.N[C@H:13](C(O)=O)CS.C(O)(=O)C=O.S(Cl)([Cl:26])=O.[CH3:28][OH:29]>>[ClH:26].[CH3:28][O:29][C:9]([CH:2]1[NH:3][CH:4]([C:6]([O:8][CH3:13])=[O:7])[CH2:5][S:1]1)=[O:11] |f:5.6|. Run at time 16 hour. Product: Cl.COC(=O)C1SCC(N1)C(=O)OC (thiazolidine-2,4-dicarboxylic acid 2,4-dimethyl ester hydrochloride). The reactants are COCN1C(C(CN(C2=C1C=C(C=C2)OC)C2=CC=CC=C2)N)=O.O=C2C(CN(C1=C(N2)C=C(C=C1)OC)C1=CC=CC=C1)NC(=O)OCC1=CC=CC=C1 (2-oxo-3-benzyloxycarbonylamino-5-phenyl-8-methoxy-1,3,4,5-tetrahydro-2H-1,5-benzodiazepine 1-Methoxymethyl-2-oxo-3-amino-5-phenyl-8-methoxy-1,3,4,5-tetrahydro-2H-1,5-benzodiazepine). The solvent is Br.C(C)(=O)O (hydrobromic acid acetic acid). Reaction conditions: time 2 hour. The product is O=C1C(CN(C2=C(N1)C=C(C=C2)OC)C2=CC=CC=C2)NC(=O)OCC2=CC=CC=C2 (2-oxo-3-benzyloxycarbonylamino-5-phenyl-8-methoxy-1,3,4,5-tetrahydro-2H-1,5-benzodiazepine). The yield is 95.5%. Reaction SMILES: COCN1C2C=C(OC)C=CC=2N(C2C=CC=CC=2)CC(N)C1=O.[O:25]=[C:26]1[NH:32][C:31]2[CH:33]=[C:34]([O:37][CH3:38])[CH:35]=[CH:36][C:30]=2[N:29]([C:39]2[CH:44]=[CH:43][CH:42]=[CH:41][CH:40]=2)[CH2:28][CH:27]1[NH:45][C:46]([O:48][CH2:49][C:50]1[CH:55]=[CH:54][CH:53]=[CH:52][CH:51]=1)=[O:47]>Br.C(O)(=O)C>[O:25]=[C:26]1[NH:32][C:31]2[CH:33]=[C:34]([O:37][CH3:38])[CH:35]=[CH:36][C:30]=2[N:29]([C:39]2[CH:40]=[CH:41][CH:42]=[CH:43][CH:44]=2)[CH2:28][CH:27]1[NH:45][C:46]([O:48][CH2:49][C:50]1[CH:55]=[CH:54][CH:53]=[CH:52][CH:51]=1)=[O:47] |f:0.1,2.3|. Reported procedure: Preparation of 2-oxo-3-benzyloxycarbonylamino-5-phenyl-8-methoxy-1,3,4,5-tetrahydro-2H-1,5-benzodiazepine 1-Methoxymethyl-2-oxo-3-amino-5-phenyl-8-methoxy-1,3,4,5-tetrahydro-2H-1,5-benzodiazepine (200 mg) was dissolved in 25% hydrobromic acid-acetic acid solution (1 ml), the solution was stirred for 2 hours. The reaction mixture was concentrated under reduced pressure, diisopropyl ether was added, the solid so precipitated was collected by filtration. The solid was dissolved in water (3 ml), a s... The solvent is C1CCOC1 (THF). Reported procedure: To (S)-ethyl 3-amino-2,2-diethoxyhexanoate (prepared analogously to examples 1, 10, 11 and 15) (1000 mg, 4 mmol) in THF (20 mL) at ambient temperature was added K2OC3 (829 mg, 6 mmol), followed by CbzCl (628 μL, 4.4 mmol). After 20 h water was added and the aqueous layer was extracted with Et2O. The combined organic layers were dried and the solvent was removed under reduced pressure. Column chromatography (silicagel, cyclohexane:EtOAc 10:1→5:1) gave 1000 mg of the carbamate. Product: C(C1=CC=CC=C1)OC(=O)N[C@H](C(C(=O)OCC)(OCC)OCC)CCC ((S)-ethyl 3-(((benzyloxy)carbonyl)amino)-2,2-diethoxyhexanoate). Reaction SMILES: [NH2:1][C@@H:2]([CH2:15][CH2:16][CH3:17])[C:3]([O:12][CH2:13][CH3:14])([O:9][CH2:10][CH3:11])[C:4]([O:6][CH2:7][CH3:8])=[O:5].[C:18](Cl)([O:20][CH2:21][C:22]1[CH:27]=[CH:26][CH:25]=[CH:24][CH:23]=1)=[O:19].O>C1COCC1>[CH2:21]([O:20][C:18]([NH:1][C@@H:2]([CH2:15][CH2:16][CH3:17])[C:3]([O:9][CH2:10][CH3:11])([O:12][CH2:13][CH3:14])[C:4]([O:6][CH2:7][CH3:8])=[O:5])=[O:19])[C:22]1[CH:27]=[CH:26][CH:25]=[CH:24][CH:23]=1. Reactants: C(=O)(OCC1=CC=CC=C1)Cl (CbzCl), N[C@H](C(C(=O)OCC)(OCC)OCC)CCC ((S)-ethyl 3-amino-2,2-diethoxyhexanoate), O (water). Starting materials: N (ammonia), CC1=C(C(=O)Cl)C=CC(=C1)C (2,4-dimethylbenzoyl chloride). The solvent is C(Cl)(Cl)Cl (chloroform). Run at time 20 minute. Product: CC1=C(C(=O)N)C=CC(=C1)C (2,4-Dimethylbenzamide). RXN SMILES: [NH3:1].[CH3:2][C:3]1[CH:11]=[C:10]([CH3:12])[CH:9]=[CH:8][C:4]=1[C:5](Cl)=[O:6]>C(Cl)(Cl)Cl>[CH3:2][C:3]1[CH:11]=[C:10]([CH3:12])[CH:9]=[CH:8][C:4]=1[C:5]([NH2:1])=[O:6]. Reported procedure: Saturated with anhydrous ammonia, a solution of 50 g (0.3 mole) of 2,4-dimethylbenzoyl chloride and 500 ml of AR chloroform, while maintaining a temperature of 15°. Stirred for 20 min., then filtered, washed with cold distilled water and oven-dried at 60° to give 29.1 g, m.p. 184°-186°. Reactants: BrC1CCC(N2C1=NC=C(C2=O)C(=O)O)C (9-bromo-6-methyl-4-oxo-6,7,8,9-tetrahydro-4H-pyrido[1,2-a]pyrimidine-3-carboxylic acid), NC1=CC=CC=C1 (aniline). Solvent: CO (methanol). Product: C1(=CC=CC=C1)NC1=CCC(N2C1=NC=C(C2=O)C(=O)O)C (9-(phenyl-amino)-6-methyl-4-oxo-6,7-dihydro-4H-pyrido[1,2-a]pyrimidine-3-carboxylic acid). Yield: 61.4%. As a reaction SMILES: Br[CH:2]1[C:7]2=[N:8][CH:9]=[C:10]([C:13]([OH:15])=[O:14])[C:11](=[O:12])[N:6]2[CH:5]([CH3:16])[CH2:4][CH2:3]1.[NH2:17][C:18]1[CH:23]=[CH:22][CH:21]=[CH:20][CH:19]=1>CO>[C:18]1([NH:17][C:2]2[C:7]3=[N:8][CH:9]=[C:10]([C:13]([OH:15])=[O:14])[C:11](=[O:12])[N:6]3[CH:5]([CH3:16])[CH2:4][CH:3]=2)[CH:23]=[CH:22][CH:21]=[CH:20][CH:19]=1. Procedure: To 800 ml of methanol 100.0 g. (0.348 mole) of 9-bromo-6-methyl-4-oxo-6,7,8,9-tetrahydro-4H-pyrido[1,2-a]pyrimidine-3-carboxylic acid and 100 cm3 of aniline are added. The mixture is heated under stirring until a solution is obtained. The solution is cooled to room temperature and stirred for 2-3 days. The precipitated crystals are filtered and washed with methanol. 64.0 g. (61.4%) of 9-(phenyl-amino)-6-methyl-4-oxo-6,7-dihydro-4H-pyrido[1,2-a]pyrimidine-3-carboxylic acid is obtained which melts...